From a dataset of the Open Reaction Database (ORD), a public repository of structured organic reaction records. describe an organic reaction: reactants, conditions, products, and yield The reactants are O=C([O-])O, COc1ccc(CN(Cc2ccc(OC)cc2)c2nc(C)nc(-c3cc(CN4CCN(S(C)(=O)=O)CC4)cnc3Nc3ccc(NC(=O)OC(C)(C)C)nc3)n2)cc1, ClCCl, O=C(O)C(F)(F)F, [Na+]. Product: COc1ccc(CN(Cc2ccc(OC)cc2)c2nc(C)nc(-c3cc(CN4CCN(S(C)(=O)=O)CC4)cnc3Nc3ccc(N)nc3)n2)cc1. As a reaction SMILES: [C:66](=[O:67])([OH:68])[O-:69].[CH3:1][O:2][c:3]1[cH:4][cH:5][c:6]([CH2:7][N:8]([c:9]2[n:10][c:11](-[c:16]3[c:17]([NH:33][c:34]4[cH:35][cH:36][c:37]([NH:40][C:41](=[O:42])[O:43][C:44]([CH3:45])([CH3:46])[CH3:47])[n:38][cH:39]4)[n:18][cH:19][c:20]([CH2:22][N:23]4[CH2:24][CH2:25][N:26]([S:29](=[O:30])(=[O:31])[CH3:32])[CH2:27][CH2:28]4)[cH:21]3)[n:12][c:13]([CH3:15])[n:14]2)[CH2:48][c:49]2[cH:50][cH:51][c:52]([O:55][CH3:56])[cH:53][cH:54]2)[cH:57][cH:58]1.[Cl:71][CH2:72][Cl:73].[F:59][C:60]([F:61])([F:62])[C:63]([OH:64])=[O:65].[Na+:70]>>[CH3:1][O:2][c:3]1[cH:4][cH:5][c:6]([CH2:7][N:8]([c:9]2[n:10][c:11](-[c:16]3[c:17]([NH:33][c:34]4[cH:35][cH:36][c:37]([NH2:40])[n:38][cH:39]4)[n:18][cH:19][c:20]([CH2:22][N:23]4[CH2:24][CH2:25][N:26]([S:29](=[O:30])(=[O:31])[CH3:32])[CH2:27][CH2:28]4)[cH:21]3)[n:12][c:13]([CH3:15])[n:14]2)[CH2:48][c:49]2[cH:50][cH:51][c:52]([O:55][CH3:56])[cH:53][cH:54]2)[cH:57][cH:58]1.